Dataset: the Open Reaction Database (ORD), a public repository of structured organic reaction records. Task: describe an organic reaction: reactants, conditions, products, and yield Reactants: ClCCOC1=CC=C(C(=O)C2=CC=C(CSC3=NC4=CC=CC(=C4C(N3C)=O)C)C=C2)C=C1 (2-[4-[4-(2-chloroethoxy]benzoyl]benzylthio]-3,5-dimethyl-4(3H)-quinazolinone), CN1CCNCC1 (1-methylpiperazine). Run in CN(C)C=O (DMF). The product is Cl.Cl.CN1C(=NC2=CC=CC(=C2C1=O)C)SCC1=CC=C(C=C1)C(C1=CC=C(C=C1)OCCN1CCN(CC1)C)=O (3,5-Dimethyl-2-[4-[4-[2-(4-methylpiperazinyl)ethoxy]benzoyl]benzylthio]-4(3H)-quinazolinone dihydrochloride). As a reaction SMILES: [Cl:1][CH2:2][CH2:3][O:4][C:5]1[CH:33]=[CH:32][C:8]([C:9]([C:11]2[CH:31]=[CH:30][C:14]([CH2:15][S:16][C:17]3[N:26]([CH3:27])[C:25](=[O:28])[C:24]4[C:19](=[CH:20][CH:21]=[CH:22][C:23]=4[CH3:29])[N:18]=3)=[CH:13][CH:12]=2)=[O:10])=[CH:7][CH:6]=1.[CH3:34][N:35]1[CH2:40][CH2:39][NH:38][CH2:37][CH2:36]1>CN(C=O)C>[ClH:1].[ClH:1].[CH3:27][N:26]1[C:25](=[O:28])[C:24]2[C:19](=[CH:20][CH:21]=[CH:22][C:23]=2[CH3:29])[N:18]=[C:17]1[S:16][CH2:15][C:14]1[CH:30]=[CH:31][C:11]([C:9](=[O:10])[C:8]2[CH:32]=[CH:33][C:5]([O:4][CH2:3][CH2:2][N:38]3[CH2:39][CH2:40][N:35]([CH3:34])[CH2:36][CH2:37]3)=[CH:6][CH:7]=2)=[CH:12][CH:13]=1 |f:3.4.5|. Procedure: A solution of 2-[4-[4-(2-chloroethoxy]benzoyl]benzylthio]-3,5-dimethyl-4(3H)-quinazolinone (173 mg) and 1-methylpiperazine (0.12 ml) in DMF (5 ml) was stirred at 100° C. for 15 hours. This reaction mixture was concentrated and the residue was dissolved in ethyl acetate, washed with water, and dried. Then, hydrogen chloride/ethyl acetate was added and the precipitated hydrochloride was collected by filtration and dried to provide the title compound as colorless solid (122 mg). Reactants: CCOCC (ether), NC1=C(C(C2=C(N=C(N=C2)NC2=C(C=C(C=C2)N2CCN(CC2)CC)OC)N1CC(C)(C)O)=O)C(=O)N (7-Amino-2-[4-(4-ethylpiperazin-1-yl)-2-methoxyphenylamino]-8-(2-hydroxy-2-methylpropyl)-5-oxo-5,8-dihydropyrido[2,3-d]pyrimidine-6-carboxamide), solution, Cl (hydrogen chloride). The solvent is CO (methanol), O1CCOCC1 (dioxane). Run at time 30 minute. The product is Cl.NC1=C(C(C2=C(N=C(N=C2)NC2=C(C=C(C=C2)N2CCN(CC2)CC)OC)N1CC(C)(C)O)=O)C(=O)N (7-Amino-2-[4-(4-ethylpiperazin-1-yl)-2-methoxyphenylamino]-8-(2-hydroxy-2-methylpropyl)-5-oxo-5,8-dihydropyrido[2,3-d]pyrimidine-6-carboxamide hydrochloride). RXN SMILES: [NH2:1][C:2]1[N:28]([CH2:29][C:30]([OH:33])([CH3:32])[CH3:31])[C:6]2[N:7]=[C:8]([NH:11][C:12]3[CH:17]=[CH:16][C:15]([N:18]4[CH2:23][CH2:22][N:21]([CH2:24][CH3:25])[CH2:20][CH2:19]4)=[CH:14][C:13]=3[O:26][CH3:27])[N:9]=[CH:10][C:5]=2[C:4](=[O:34])[C:3]=1[C:35]([NH2:37])=[O:36].[ClH:38].CCOCC>CO.O1CCOCC1>[ClH:38].[NH2:1][C:2]1[N:28]([CH2:29][C:30]([OH:33])([CH3:32])[CH3:31])[C:6]2[N:7]=[C:8]([NH:11][C:12]3[CH:17]=[CH:16][C:15]([N:18]4[CH2:19][CH2:20][N:21]([CH2:24][CH3:25])[CH2:22][CH2:23]4)=[CH:14][C:13]=3[O:26][CH3:27])[N:9]=[CH:10][C:5]=2[C:4](=[O:34])[C:3]=1[C:35]([NH2:37])=[O:36] |f:5.6|. Procedure: A solution of 0.46 g (0.9 mmol) of the product prepared in step 18.3 in 13 mL of methanol is cooled on an ice bath, and 0.67 mL (2.69 mmol) of a 4N solution of hydrogen chloride in dioxane is added. The mixture is stirred for 30 minutes at room temperature and is then poured into ether. The solid is drained by suction, rinsed with pentane and dried in an oven under vacuum. 0.47 g of the expected product is finally obtained in the form of a yellow solid. Yield (dihydrochloride)=90%. m.p.=222°C. (...